This data is from the Open Reaction Database (ORD), a public repository of structured organic reaction records. The task is: describe an organic reaction: reactants, conditions, products, and yield Starting materials: CN(C(C1=C(C=CC(=C1)N1N=NN=C1)OC)=O)C[C@@H](CC=C)C1=CC=C(C=C1)F ((S)-N-methyl-N-(2-(4-fluorophenyl)pent-4-enyl)-2-methoxy-5-(1H-tetrazol-1-yl)benzamide), I(=O)(=O)(=O)[O-].[Na+] (sodium meta-periodate), S(=S)(=O)([O-])[O-].[Na+].[Na+] (sodium thiosulfate), C[N+]1(CCOCC1)[O-] (N-methylmorpholine N-oxide), solution. The reagents and catalysts are [Os](=O)(=O)(=O)=O (osmium tetraoxide). Run in C(C)(=O)OCC (ethyl acetate), CC(=O)C.C(C)(C)(C)O.O (acetone t-butanol water), O (water), O1CCCC1 (tetrahydrofuran). Reaction conditions: time 3 hour. Yields the product CN(C(C1=C(C=CC(=C1)N1N=NN=C1)OC)=O)C[C@@H](CC=O)C1=CC=C(C=C1)F ((S)-N-methyl-N-(2-(4-fluorophenyl)-4-oxobutyl)-2-methoxy-5-(1H-tetrazol-1-yl)benzamide). Reaction SMILES: [CH3:1][N:2]([CH2:18][C@H:19]([C:23]1[CH:28]=[CH:27][C:26]([F:29])=[CH:25][CH:24]=1)[CH2:20][CH:21]=C)[C:3](=[O:17])[C:4]1[CH:9]=[C:8]([N:10]2[CH:14]=[N:13][N:12]=[N:11]2)[CH:7]=[CH:6][C:5]=1[O:15][CH3:16].C[N+]1([O-])CC[O:34]CC1.S([O-])([O-])(=O)=S.[Na+].[Na+].I([O-])(=O)(=O)=O.[Na+]>[Os](=O)(=O)(=O)=O.C(OCC)(=O)C.O.O1CCCC1.CC(C)=O.C(O)(C)(C)C.O>[CH3:1][N:2]([CH2:18][C@H:19]([C:23]1[CH:24]=[CH:25][C:26]([F:29])=[CH:27][CH:28]=1)[CH2:20][CH:21]=[O:34])[C:3](=[O:17])[C:4]1[CH:9]=[C:8]([N:10]2[CH:14]=[N:13][N:12]=[N:11]2)[CH:7]=[CH:6][C:5]=1[O:15][CH3:16] |f:2.3.4,5.6,11.12.13|. Reported procedure: Combine (S)-N-methyl-N-(2-(4-fluorophenyl)pent-4-enyl)-2-methoxy-5-(1H-tetrazol-1-yl)benzamide (4.46 g, 11.3 mmol), acetone/t-butanol/water (2/1/1, 64 mL), and a solution of N-methylmorpholine N-oxide (3.0 mL, 50% in water, 14.5 mmol). Add a solution of osmium tetraoxide (3.0 mL, 4% in water, 0.5 mmol). After 3 hours, evaporate in vacuo to remove most of the acetone and partition the evaporated reaction mixture between dichloromethane and an aqueous 10% solution of sodium thiosulfate. Separate t... Starting materials: CC(C)([O-])C.[K+] (potassium t-butoxide), S(=O)(=O)(C1=CC=C(C)C=C1)OCCC#C (4-tosyloxy-1-butyne), C1(NC(C2=C3C(C=CC=C13)=CC=C2)=O)=O (1H-benz[de]isoquinoline-1,3(2H)-dione). Run in CN(C=O)C (dimethylformamide). Conditions: time 1.5 hour. The product is C(CC#C)N1C(C2=CC=CC=3C2=C(C1=O)C=CC3)=O (2-(3-Butyn-1-yl)-1H-benz[de]isoquinoline-1,3(2H)-dione). Reaction SMILES: [C:1]1(=[O:15])[C:10]2[C:5]3[C:6](=[CH:11][CH:12]=[CH:13][C:4]=3[C:3](=[O:14])[NH:2]1)[CH:7]=[CH:8][CH:9]=2.CC(C)([O-])C.[K+].S(OCCC#C)([C:25]1[CH:31]=CC(C)=[CH:27][CH:26]=1)(=O)=O>CN(C)C=O>[CH2:27]([N:2]1[C:3](=[O:14])[C:4]2[CH:13]=[CH:12][CH:11]=[C:6]3[C:5]=2[C:10](=[CH:9][CH:8]=[CH:7]3)[C:1]1=[O:15])[CH2:26][C:25]#[CH:31] |f:1.2|. Procedure details: A mixture of 6 g (0.03 mol) of 1H-benz[de]isoquinoline-1,3(2H)-dione. 4 g (0.0355 mol) of potassium t-butoxide, 9 g (0.04 mol of 4-tosyloxy-1-butyne [ref. G. Eglinton and M. C. Whiting, J. Chem. Soc. 3650 (1950)] and 150 ml of dimethylformamide was heated on the steam bath with stirring for 1.5 hours. The bulk of the solvent was then removed under reduced pressure and the remaining suspension was filtered. The filtrate was diluted with water and the precipitated product was collected by filtrati... The reactants are O=C(CBr)Nc1cccnn1, O=C(OC1CN2CCC1CC2)C1(c2ccccc2)CCCCCC1. The product is [Br-], O=C(C[N+]12CCC(CC1)C(OC(=O)C1(c3ccccc3)CCCCCC1)C2)Nc1cccnn1. RXN SMILES: [Br:25][CH2:26][C:27](=[O:28])[NH:29][c:30]1[n:31][n:32][cH:33][cH:34][cH:35]1.[c:1]1([C:7]2([C:14](=[O:15])[O:16][CH:17]3[CH2:18][N:19]4[CH2:20][CH2:21][CH:22]3[CH2:23][CH2:24]4)[CH2:8][CH2:9][CH2:10][CH2:11][CH2:12][CH2:13]2)[cH:2][cH:3][cH:4][cH:5][cH:6]1>>[Br-:25].[c:1]1([C:7]2([C:14](=[O:15])[O:16][CH:17]3[CH2:18][N+:19]4([CH2:26][C:27](=[O:28])[NH:29][c:30]5[n:31][n:32][cH:33][cH:34][cH:35]5)[CH2:20][CH2:21][CH:22]3[CH2:23][CH2:24]4)[CH2:8][CH2:9][CH2:10][CH2:11][CH2:12][CH2:13]2)[cH:2][cH:3][cH:4][cH:5][cH:6]1. The reactants are C(=O)(OCC1=CC=CC=C1)N1CC(CC1)(CCOS(=O)(=O)C)C1=CC=CC=C1 (1-carbobenzyloxy-3-phenyl-3-(2-methanesulfonyloxyethyl)pyrrolidine), ClCCl (dichloromethane), I.C(C)OCCN1C(=NC2=C1C=CC=C2)N2CCNCCC2 (4-(1-(2-ethoxyethyl)-1H-benzimidazol-2-yl)[1,4]diazepane hydriodic acid salt), C(C)(C)N(C(C)C)CC (N,N-diisopropylethylamine). Run in C(C)#N (acetonitrile), CO.ClCCl (methanol dichloromethane), C(C)(=O)OCC (ethyl acetate). Reaction conditions: time 18 hour. The product is C(=O)(OCC1=CC=CC=C1)N1CC(CC1)(C1=CC=CC=C1)CCN1CCN(CCC1)C1=NC2=C(N1CCOCC)C=CC=C2 (1-carbobenzyloxy-3-(2-(4-(1-(2-ethoxyethyl)-1H-benzimidazol-2-yl)[1,4]diazepan-1-yl)ethyl)-3-phenylpyrrolidine). Reaction SMILES: [C:1]([N:11]1[CH2:15][CH2:14][C:13]([C:23]2[CH:28]=[CH:27][CH:26]=[CH:25][CH:24]=2)([CH2:16][CH2:17]OS(C)(=O)=O)[CH2:12]1)([O:3][CH2:4][C:5]1[CH:10]=[CH:9][CH:8]=[CH:7][CH:6]=1)=[O:2].I.[CH2:30]([O:32][CH2:33][CH2:34][N:35]1[C:39]2[CH:40]=[CH:41][CH:42]=[CH:43][C:38]=2[N:37]=[C:36]1[N:44]1[CH2:50][CH2:49][CH2:48][NH:47][CH2:46][CH2:45]1)[CH3:31].C(N(CC)C(C)C)(C)C.ClCCl>C(#N)C.CO.ClCCl.C(OCC)(=O)C>[C:1]([N:11]1[CH2:15][CH2:14][C:13]([CH2:16][CH2:17][N:47]2[CH2:48][CH2:49][CH2:50][N:44]([C:36]3[N:35]([CH2:34][CH2:33][O:32][CH2:30][CH3:31])[C:39]4[CH:40]=[CH:41][CH:42]=[CH:43][C:38]=4[N:37]=3)[CH2:45][CH2:46]2)([C:23]2[CH:28]=[CH:27][CH:26]=[CH:25][CH:24]=2)[CH2:12]1)([O:3][CH2:4][C:5]1[CH:6]=[CH:7][CH:8]=[CH:9][CH:10]=1)=[O:2] |f:1.2,6.7|. Reported procedure: Alternately, combine 1-carbobenzyloxy-3-phenyl-3-(2-methanesulfonyloxyethyl)pyrrolidine (5.7 g, 14.1 mmol), 4-(1-(2-ethoxyethyl)-1H-benzimidazol-2-yl)[1,4]diazepane hydriodic acid salt (7.52 g, 213.8 mmol), and N,N-diisopropylethylamine (9.6 mL, 55 mmol) in acetonitrile (200 mL). Heat to reflux. After 18 hours, evaporate in vacuo to give a residue. Combine the residue and dichloromethane. Extract twice with saturated aqueous sodium bicarbonate solution and then brine. Dry the organic layer over ...